The task is: describe an organic reaction: reactants, conditions, products, and yield. This data is from the Open Reaction Database (ORD), a public repository of structured organic reaction records. The reactants are BrC=1C=C(C=CC1)C(C(C)=O)CC1=CC=C(C=C1)Cl (3-(3-bromophenyl)-4-(4-chlorophenyl)butan-2-one), CN(C=O)C (dimethylformamide). Procedure: A 4-neck 12 L flask equipped with a mechanical stirrer, thermocouple, nitrogen inlet, and gas adapter connected to a bubbler was charged with 3-(3-bromophenyl)-4-(4-chlorophenyl)butan-2-one, zinc cyanide (201 g), and dimethylformamide 4.0 L. Nitrogen gas was bubbled through the suspension for 30 min at room temperature and for 1 h at 56° C. using a heating mantle. The bromoketone/Zn(CN)2 slurry (at 56° C.) was added to the catalyst solution (at 56° C.). After the transfer was complete, the react... Yields the product ClC1=CC=C(CC(C(C)=O)C=2C=C(C#N)C=CC2)C=C1 (3-[1-(4-chlorobenzyl)-2-oxopropyl]benzonitrile). As a reaction SMILES: Br[C:2]1[CH:3]=[C:4]([CH:8]([CH2:12][C:13]2[CH:18]=[CH:17][C:16]([Cl:19])=[CH:15][CH:14]=2)[C:9](=[O:11])[CH3:10])[CH:5]=[CH:6][CH:7]=1.[CH3:20][N:21](C)C=O>[C-]#N.[Zn+2].[C-]#N>[Cl:19][C:16]1[CH:17]=[CH:18][C:13]([CH2:12][CH:8]([C:4]2[CH:3]=[C:2]([CH:7]=[CH:6][CH:5]=2)[C:20]#[N:21])[C:9](=[O:11])[CH3:10])=[CH:14][CH:15]=1 |f:2.3.4|. Conditions: temperature 56 celsius, time 4.5 hour. Reagents/catalysts: [C-]#N.[Zn+2].[C-]#N (zinc cyanide).